Dataset: the Open Reaction Database (ORD), a public repository of structured organic reaction records. Task: describe an organic reaction: reactants, conditions, products, and yield Starting materials: BrCCCC=C (5-bromo-pent-1-ene), COC=1C=C(C(=O)NC2=CC=CC=C2)C=CC1OC (3,4-dimethoxy-N-phenyl-benzamide), C([O-])([O-])=O.[Cs+].[Cs+] (cesium carbonate), C1CCOC1 (THF). Solvent: CN(C)C=O (DMF), CCOC(=O)C (EtOAc). Run at temperature 80 celsius. The product is COC=1C=C(C(=O)N(C2=CC=CC=C2)CCCC=C)C=CC1OC (3,4-dimethoxy-N-pent-4-enyl-N-phenyl-benzamide). The yield is 61.5%. As a reaction SMILES: [CH3:1][O:2][C:3]1[CH:4]=[C:5]([CH:15]=[CH:16][C:17]=1[O:18][CH3:19])[C:6]([NH:8][C:9]1[CH:14]=[CH:13][CH:12]=[CH:11][CH:10]=1)=[O:7].C(=O)([O-])[O-].[Cs+].[Cs+].C1COCC1.Br[CH2:32][CH2:33][CH2:34][CH:35]=[CH2:36]>CCOC(C)=O.CN(C=O)C>[CH3:1][O:2][C:3]1[CH:4]=[C:5]([CH:15]=[CH:16][C:17]=1[O:18][CH3:19])[C:6]([N:8]([CH2:36][CH2:35][CH2:34][CH:33]=[CH2:32])[C:9]1[CH:14]=[CH:13][CH:12]=[CH:11][CH:10]=1)=[O:7] |f:1.2.3|. Procedure: To a solution of 3,4-dimethoxybenzanilide 33 (1.28 g, 5 mmol) and anhydrous cesium carbonate (4 equiv) in a mixture of anhydrous THF (14 mL) and DMF (56 mL) was added 5-bromo-pent-1-ene (2.85 g, 4 equiv) at room temperature and the mixture was heated at 80° C. for 72 h. The mixture was cooled, taken up in EtOAc and washed twice with water then brine. The organic layer was dried over magnesium sulfate, filtered and concentrated to dryness. The residue was purified by column chromatography on SiO2... Reactants: C1CCOC1, C[Si](C)(C)[N-][Si](C)(C)C, Cc1nc(N)nc(-c2cc(Cl)cnc2F)n1, [Li+], CC(=O)Nc1ccc(N)cc1F. Yields the product CC(=O)Nc1ccc(Nc2ncc(Cl)cc2-c2nc(C)nc(N)n2)cc1F. As a reaction SMILES: [CH2:39]1[O:40][CH2:41][CH2:42][CH2:43]1.[CH3:13][Si:14]([N-:15][Si:16]([CH3:17])([CH3:18])[CH3:19])([CH3:20])[CH3:21].[Cl:23][c:24]1[cH:25][c:26](-[c:31]2[n:32][c:33]([NH2:38])[n:34][c:35]([CH3:37])[n:36]2)[c:27]([F:30])[n:28][cH:29]1.[Li+:22].[NH2:1][c:2]1[cH:3][c:4]([F:12])[c:5]([NH:8][C:9]([CH3:10])=[O:11])[cH:6][cH:7]1>>[NH:1]([c:2]1[cH:3][c:4]([F:12])[c:5]([NH:8][C:9]([CH3:10])=[O:11])[cH:6][cH:7]1)[c:27]1[c:26](-[c:31]2[n:32][c:33]([NH2:38])[n:34][c:35]([CH3:37])[n:36]2)[cH:25][c:24]([Cl:23])[cH:29][n:28]1. Reactants: Cl.NC1=NC(=NS1)C(C(=O)NC1[C@@H]2N(C(=C(CS2)C[N+]2=CC=CC=C2)C(=O)[O-])C1=O)=NOCC=C (7-[2-(5-amino-1,2,4-thiadiazol-3yl)-2-allyloxyiminoacetamido]-3-(1-pyridinio)methyl-3-cephem-4-carboxylate hydrochloride), C(O)([O-])=O.[Na+] (sodium hydrogencarbonate). Product: C(=O)([O-])NC1=NC(=NS1)C(C(=O)NC1[C@@H]2N(C(=C(CS2)C[N+]2=CC=CC=C2)C(=O)[O-])C1=O)=NOCC=C.[Na+] (Sodium 7-[2-(5-carboxylatoamino-1,2,4-thiadiazol-3-yl)-2-allyloxyiminoacetamido]-3-(1-pyridinio)methyl-3-cephem-4-carboxylate). Reaction SMILES: Cl.[NH2:2][C:3]1[S:7][N:6]=[C:5]([C:8](=[N:31][O:32][CH2:33][CH:34]=[CH2:35])[C:9]([NH:11][CH:12]2[C:29](=[O:30])[N:14]3[C:15]([C:26]([O-:28])=[O:27])=[C:16]([CH2:19][N+:20]4[CH:25]=[CH:24][CH:23]=[CH:22][CH:21]=4)[CH2:17][S:18][C@H:13]23)=[O:10])[N:4]=1.[C:36](=O)([O-:38])[OH:37].[Na+:40]>>[C:36]([NH:2][C:3]1[S:7][N:6]=[C:5]([C:8](=[N:31][O:32][CH2:33][CH:34]=[CH2:35])[C:9]([NH:11][CH:12]2[C:29](=[O:30])[N:14]3[C:15]([C:26]([O-:28])=[O:27])=[C:16]([CH2:19][N+:20]4[CH:21]=[CH:22][CH:23]=[CH:24][CH:25]=4)[CH2:17][S:18][C@H:13]23)=[O:10])[N:4]=1)([O-:38])=[O:37].[Na+:40] |f:0.1,2.3,4.5|. Reported procedure: Sodium 7-[2-(5-carboxylatoamino-1,2,4-thiadiazol-3-yl)-2-allyloxyiminoacetamido]-3-(1-pyridinio)methyl-3-cephem-4-carboxylate (syn isomer) was prepared by reacting 7-[2-(5-amino-1,2,4-thiadiazol-3yl)-2-allyloxyiminoacetamido]-3-(1-pyridinio)methyl-3-cephem-4-carboxylate hydrochloride (syn isomer) (50 mg) and sodium hydrogencarbonate (15.6 mg) and detected according to a similar manner to that of Example 17. Starting materials: CNC1=CC=C(C(=O)O)C=C1 (N-methyl-4-aminobenzoic acid), C(C)(=O)OC(C)=O (acetic anhydride), resultant solution, C(C)(=O)[O-] (acetate). Run in N1=CC=CC=C1 (pyridine). The product is C(C)(=O)N(C)C1=CC=C(C(=O)O)C=C1 (4-(N-acetyl-N-methylamino)benzoic acid). As a reaction SMILES: [CH3:1][NH:2][C:3]1[CH:11]=[CH:10]C(C(O)=O)=[CH:5][CH:4]=1.C([O:15][C:16](=[O:18])[CH3:17])(=O)C.[C:19]([O-])(=[O:21])[CH3:20]>N1C=CC=CC=1>[C:19]([N:2]([C:3]1[CH:4]=[CH:5][C:17]([C:16]([OH:15])=[O:18])=[CH:10][CH:11]=1)[CH3:1])(=[O:21])[CH3:20]. Procedure: To a solution of N-methyl-4-aminobenzoic acid (2.0 g, 13.2 mmol) in anhydrous pyridine (13.2 mL) was added acetic anhydride (1.4 mL, 14.5 mmol). The reaction was stirred at ambient temperature until TLC indicatedcomplete reaction (~22 hours). The resultant solution was poured intoethyl acetate and the organic phase was washed (3×, 10% HCl; 1×, water; 1×, brine), dried (MgSO4), filtered and concentrated in vacuo to provide the amide as a colorless solid. Recrystallization (ethyl acetate/hexane) a... Starting materials: NCCCN, C1CCOC1, Cn1cc(C(=O)Oc2c(F)c(F)c(F)c(F)c2F)c(Nc2ccc(I)cc2F)cc1=O. Product: Cn1cc(C(=O)NCCCN)c(Nc2ccc(I)cc2F)cc1=O. RXN SMILES: [CH2:32]([CH2:33][CH2:34][NH2:35])[NH2:36].[CH2:37]1[O:38][CH2:39][CH2:40][CH2:41]1.[F:1][c:2]1[c:3]([NH:4][c:5]2[c:6]([C:13]([O:15][c:14]3[c:16]([F:17])[c:18]([F:19])[c:20]([F:21])[c:22]([F:23])[c:24]3[F:25])=[O:26])[cH:7][n:8]([CH3:12])[c:9](=[O:11])[cH:10]2)[cH:27][cH:28][c:29]([I:31])[cH:30]1>>[F:1][c:2]1[c:3]([NH:4][c:5]2[c:6]([C:13](=[O:15])[NH:36][CH2:32][CH2:33][CH2:34][NH2:35])[cH:7][n:8]([CH3:12])[c:9](=[O:11])[cH:10]2)[cH:27][cH:28][c:29]([I:31])[cH:30]1. Starting materials: C(C)N(C(=O)N1C=NC=C1)C (N-ethyl-N-methyl-1H-imidazole-1-carboxamide), CI (methyl iodide). The solvent is C(C)#N (acetonitrile). Run at temperature 22.5 celsius, time 2.5 hour. Yields the product [I-].C(C)N(C)C(=O)[NH+]1CN(C=C1)C (1-[[N-ethyl-(N-methyl)amino]carbonyl]-3-methyl-1H-imidazolium iodide). Reaction SMILES: [CH2:1]([N:3]([CH3:11])[C:4]([N:6]1[CH:10]=[CH:9][N:8]=[CH:7]1)=[O:5])[CH3:2].[CH3:12][I:13]>C(#N)C>[I-:13].[CH2:1]([N:3]([C:4]([NH+:6]1[CH:10]=[CH:9][N:8]([CH3:12])[CH2:7]1)=[O:5])[CH3:11])[CH3:2] |f:3.4|. Reported procedure: To the cooled solution of N-ethyl-N-methyl-1H-imidazole-1-carboxamide (22.2 g, 145.25 mmol) in acetonitrile (40 mL) was charged slowly with methyl iodide (22.3 g, 157.4 mmol) while keeping internal temperature below 10° C. The reaction mixture was stirred at 20-25° C. for 2-3 hours and then it was evaporated under vacuum to yield 1-[[N-ethyl-(N-methyl)amino]carbonyl]-3-methyl-1H-imidazolium iodide. 1H NMR (CDCl3) δ 10.23 (s, 1H); 7.75 (s, 1H); 7.66 (s, 1H); 4.29 (s, 3H); 3.59 (q, J=7.2 Hz, 2H), ... Starting materials: CSCCC(NC(=O)c1ccc(N)cc1)C(=O)OC(C)(C)C, CCCCCCCCCCCCCCCC(=O)OCC(CSCCC(=O)O)OC(=O)CCCCCCCCCCCCCCC, O, c1ccncc1. Product: CCCCCCCCCCCCCCCC(=O)OCC(CSCCC(=O)Nc1ccc(C(=O)NC(CCSC)C(=O)OC(C)(C)C)cc1)OC(=O)CCCCCCCCCCCCCCC. Reaction SMILES: [C:1]([CH3:2])([CH3:3])([CH3:4])[O:5][C:6]([CH:7]([NH:8][C:9]([c:10]1[cH:11][cH:12][c:13]([NH2:16])[cH:14][cH:15]1)=[O:17])[CH2:18][CH2:19][S:20][CH3:21])=[O:22].[C:23]([CH2:24][CH2:25][CH2:26][CH2:27][CH2:28][CH2:29][CH2:30][CH2:31][CH2:32][CH2:33][CH2:34][CH2:35][CH2:36][CH2:37][CH3:38])(=[O:39])[O:40][CH:41]([CH2:42][S:43][CH2:44][CH2:45][C:46](=[O:47])[OH:48])[CH2:49][O:50][C:51]([CH2:52][CH2:53][CH2:54][CH2:55][CH2:56][CH2:57][CH2:58][CH2:59][CH2:60][CH2:61][CH2:62][CH2:63][CH2:64][CH2:65][CH3:66])=[O:67].[OH2:68].[cH:69]1[cH:70][cH:71][n:72][cH:73][cH:74]1>>[C:1]([CH3:2])([CH3:3])([CH3:4])[O:5][C:6]([CH:7]([NH:8][C:9]([c:10]1[cH:11][cH:12][c:13]([NH:16][C:46]([CH2:45][CH2:44][S:43][CH2:42][CH:41]([O:40][C:23]([CH2:24][CH2:25][CH2:26][CH2:27][CH2:28][CH2:29][CH2:30][CH2:31][CH2:32][CH2:33][CH2:34][CH2:35][CH2:36][CH2:37][CH3:38])=[O:39])[CH2:49][O:50][C:51]([CH2:52][CH2:53][CH2:54][CH2:55][CH2:56][CH2:57][CH2:58][CH2:59][CH2:60][CH2:61][CH2:62][CH2:63][CH2:64][CH2:65][CH3:66])=[O:67])=[O:47])[cH:14][cH:15]1)=[O:17])[CH2:18][CH2:19][S:20][CH3:21])=[O:22]. Reactants: O=C(O)CBr, Cc1ccccc1, CC(C)(C)[O-], [K+], O. Product: CC(C)(C)OCC(=O)O. Reaction SMILES: [Br:7][CH2:8][C:9](=[O:10])[OH:11].[CH3:13][c:14]1[cH:15][cH:16][cH:17][cH:18][cH:19]1.[CH3:1][C:2]([CH3:3])([O-:4])[CH3:5].[K+:6].[OH2:12]>>[CH3:1][C:2]([CH3:3])([O:4][CH2:8][C:9](=[O:10])[OH:11])[CH3:5]. Starting materials: CCOCCOc1cc(C)c(-c2cccc(COc3ccc(C4CC4C(=O)OC)cc3)c2)c(C)c1, CO, Cl, [Na+], C1CCOC1, [OH-], O. Yields the product CCOCCOc1cc(C)c(-c2cccc(COc3ccc(C4CC4C(=O)O)cc3)c2)c(C)c1. Reaction SMILES: [CH2:1]([CH3:2])[O:3][CH2:4][CH2:5][O:6][c:7]1[cH:8][c:9]([CH3:35])[c:10](-[c:14]2[cH:15][c:16]([CH2:20][O:21][c:22]3[cH:23][cH:24][c:25]([CH:28]4[CH:29]([C:31](=[O:32])[O:33][CH3:34])[CH2:30]4)[cH:26][cH:27]3)[cH:17][cH:18][cH:19]2)[c:11]([CH3:13])[cH:12]1.[CH3:40][OH:41].[ClH:39].[Na+:37].[O:42]1[CH2:43][CH2:44][CH2:45][CH2:46]1.[OH-:36].[OH2:38]>>[CH2:1]([CH3:2])[O:3][CH2:4][CH2:5][O:6][c:7]1[cH:8][c:9]([CH3:35])[c:10](-[c:14]2[cH:15][c:16]([CH2:20][O:21][c:22]3[cH:23][cH:24][c:25]([CH:28]4[CH:29]([C:31](=[O:32])[OH:33])[CH2:30]4)[cH:26][cH:27]3)[cH:17][cH:18][cH:19]2)[c:11]([CH3:13])[cH:12]1. Starting materials: S(=O)(Cl)Cl (thionyl chloride), FC1=C(C=C(C=C1)CO)OC1=CC=CC=C1 (4-fluoro-3-phenoxyphenylmethanol). The reagents and catalysts are N1=CC=CC=C1 (pyridine). The solvent is C1(=CC=CC=C1)C (toluene), C1(=CC=CC=C1)C (toluene). Conditions: temperature 45 celsius, time 1 hour. Yields the product FC1=C(C=C(C=C1)CCl)OC1=CC=CC=C1 (4-fluoro-3-phenoxyphenylmethyl chloride). Yield: 481.6%. Reaction SMILES: S(Cl)([Cl:3])=O.[F:5][C:6]1[CH:11]=[CH:10][C:9]([CH2:12]O)=[CH:8][C:7]=1[O:14][C:15]1[CH:20]=[CH:19][CH:18]=[CH:17][CH:16]=1>N1C=CC=CC=1.C1(C)C=CC=CC=1>[F:5][C:6]1[CH:11]=[CH:10][C:9]([CH2:12][Cl:3])=[CH:8][C:7]=1[O:14][C:15]1[CH:20]=[CH:19][CH:18]=[CH:17][CH:16]=1. Procedure: To a stirred solution of 12.6 grams (0.106 mole) of thionyl chloride and one drop (catalyst) of pyridine in 25 mL of toluene was added dropwise a solution of 19.5 grams (0.088 mole) of 4-fluoro-3-phenoxyphenylmethanol in 30 mL of toluene at such a rate as to maintain the reaction mixture temperature at 25°-35° C. Upon completion of the 45 minute addition time, the reaction mixture was warmed to 45° C. where it was stirred during a one hour period. After this time the reaction mixture was cooled,...